This data is from the Open Reaction Database (ORD), a public repository of structured organic reaction records. The task is: describe an organic reaction: reactants, conditions, products, and yield Reactants: COCCCC1=CN(C2=CC=C(C=C12)CC(CC(C1OC1)NC(OC(C)(C)C)=O)C(C)C)C (tert-butyl {3-[3-(3-methoxypropyl)-1-methyl-1H-indol-5-ylmethyl]-4-methyl-1-oxiranylpentyl}carbamate). The solvent is C(C)(C)O (isopropanol), C(C)(C)N (isopropylamine). Yields the product OC(CNC(C)C)C(CC(C(C)C)CC=1C=C2C(=CN(C2=CC1)C)CCCOC)NC(OC(C)(C)C)=O (tert-butyl {1-(1-hydroxy-2-isopropylaminoethyl)-3-[3-(3-methoxypropyl)-1-methyl-1H-indol-5-ylmethyl]-4-methylpentyl}carbamate). Reaction SMILES: [CH3:1][O:2][CH2:3][CH2:4][CH2:5][C:6]1[C:14]2[C:9](=[CH:10][CH:11]=[C:12]([CH2:15][CH:16]([CH:30]([CH3:32])[CH3:31])[CH2:17][CH:18]([NH:22][C:23](=[O:29])[O:24][C:25]([CH3:28])([CH3:27])[CH3:26])[CH:19]3[CH2:21][O:20]3)[CH:13]=2)[N:8]([CH3:33])[CH:7]=1>C(O)(C)C.C(N)(C)C>[OH:20][CH:19]([CH:18]([NH:22][C:23](=[O:29])[O:24][C:25]([CH3:28])([CH3:26])[CH3:27])[CH2:17][CH:16]([CH2:15][C:12]1[CH:13]=[C:14]2[C:9](=[CH:10][CH:11]=1)[N:8]([CH3:33])[CH:7]=[C:6]2[CH2:5][CH2:4][CH2:3][O:2][CH3:1])[CH:30]([CH3:31])[CH3:32])[CH2:21][NH:8][CH:9]([CH3:14])[CH3:10]. Reported procedure: A solution of 0.032 g of tert-butyl {3-[3-(3-methoxypropyl)-1-methyl-1H-indol-5-ylmethyl]-4-methyl-1-oxiranylpentyl}carbamate in 1 ml of isopropanol and 0.044 ml of isopropylamine is stirred at 70° C. On completion of reaction (TLC monitoring), the reaction mixture is concentrated by evaporation, and the residue is admixed with water and extracted with tert-butyl methyl ether (2×). The combined organic phases are washed successively with water and brine, dried over sodium sulphate and concentrat... The reactants are [K+], [K+], Nc1c(Nc2cccnc2)c(=O)c1=O, O=C([O-])[O-], CC(C)(Cc1ccccc1)C(NC(=O)CCc1ccccc1)n1nnc2ccccc21. The product is CC(C)(Cc1ccccc1)C(NC(=O)CCc1ccccc1)Nc1c(Nc2cccnc2)c(=O)c1=O. As a reaction SMILES: [K+:46].[K+:47].[NH2:1][c:2]1[c:3](=[O:14])[c:4](=[O:13])[c:5]1[NH:6][c:7]1[cH:8][n:9][cH:10][cH:11][cH:12]1.[O-:48][C:49]([O-:50])=[O:51].[n:15]1([CH:24]([C:25]([CH2:26][c:27]2[cH:28][cH:29][cH:30][cH:31][cH:32]2)([CH3:33])[CH3:34])[NH:35][C:36]([CH2:37][CH2:38][c:39]2[cH:40][cH:41][cH:42][cH:43][cH:44]2)=[O:45])[c:16]2[cH:17][cH:18][cH:19][cH:20][c:21]2[n:22][n:23]1>>[NH:1]([c:2]1[c:3](=[O:14])[c:4](=[O:13])[c:5]1[NH:6][c:7]1[cH:8][n:9][cH:10][cH:11][cH:12]1)[CH:24]([C:25]([CH2:26][c:27]1[cH:28][cH:29][cH:30][cH:31][cH:32]1)([CH3:33])[CH3:34])[NH:35][C:36]([CH2:37][CH2:38][c:39]1[cH:40][cH:41][cH:42][cH:43][cH:44]1)=[O:45]. The reactants are CO, CCOC(=O)C(=NOC1CCCCC1)c1csc(N)n1, [Na+], C1CCOC1, [OH-]. As a reaction SMILES: [CH3:23][OH:24].[NH2:1][c:2]1[s:3][cH:4][c:5]([C:7]([C:8](=[O:9])[O:10][CH2:11][CH3:12])=[N:13][O:14][CH:15]2[CH2:16][CH2:17][CH2:18][CH2:19][CH2:20]2)[n:6]1.[Na+:22].[O:25]1[CH2:26][CH2:27][CH2:28][CH2:29]1.[OH-:21]>>[NH2:1][c:2]1[s:3][cH:4][c:5]([C:7]([C:8](=[O:9])[OH:10])=[N:13][O:14][CH:15]2[CH2:16][CH2:17][CH2:18][CH2:19][CH2:20]2)[n:6]1. The product is Nc1nc(C(=NOC2CCCCC2)C(=O)O)cs1. Reactants: CCOC(=O)CC1OB(O)c2cc(OC)cc(C)c21, C1CCOC1, Cl, [Li+], [OH-], O. The product is COc1cc(C)c2c(c1)B(O)OC2CC(=O)O. Reaction SMILES: [CH2:1]([CH3:2])[O:3][C:4]([CH2:5][CH:6]1[c:7]2[c:8]([cH:12][c:13]([O:17][CH3:18])[cH:14][c:15]2[CH3:16])[B:9]([OH:11])[O:10]1)=[O:19].[CH2:23]1[O:24][CH2:25][CH2:26][CH2:27]1.[ClH:22].[Li+:21].[OH-:20].[OH2:28]>>[O:3]=[C:4]([CH2:5][CH:6]1[c:7]2[c:8]([cH:12][c:13]([O:17][CH3:18])[cH:14][c:15]2[CH3:16])[B:9]([OH:11])[O:10]1)[OH:19]. Starting materials: C(C)(=O)O[BH-](OC(C)=O)OC(C)=O.[Na+] (sodium triacetoxyborohydride), FC(C=1C=C2CCNCC2=CC1)(F)F (6-trifluoromethyl-1,2,3,4-tetrahydro-isoquinoline), C(=O)C1=CC=C(C=C1)C(C)NC(C)=O (N-(1-(4-Formylphenyl)ethyl)acetamide), CC(=O)O (AcOH). The solvent is C1CCOC1 (THF). Conditions: time 10 minute. The product is FC(C=1C=C2CCN(CC2=CC1)CC1=CC=C(C=C1)C(C)NC(C)=O)(F)F (N-{1-[4-(6-Trifluoromethyl-3,4-dihydro-1H-isoquinolin-2-ylmethyl)-phenyl]-ethyl}-acetamide). As a reaction SMILES: [F:1][C:2]([F:14])([F:13])[C:3]1[CH:4]=[C:5]2[C:10](=[CH:11][CH:12]=1)[CH2:9][NH:8][CH2:7][CH2:6]2.[CH:15]([C:17]1[CH:22]=[CH:21][C:20]([CH:23]([NH:25][C:26](=[O:28])[CH3:27])[CH3:24])=[CH:19][CH:18]=1)=O.CC(O)=O.C(O[BH-](OC(=O)C)OC(=O)C)(=O)C.[Na+]>C1COCC1>[F:14][C:2]([F:1])([F:13])[C:3]1[CH:4]=[C:5]2[C:10](=[CH:11][CH:12]=1)[CH2:9][N:8]([CH2:15][C:17]1[CH:18]=[CH:19][C:20]([CH:23]([NH:25][C:26](=[O:28])[CH3:27])[CH3:24])=[CH:21][CH:22]=1)[CH2:7][CH2:6]2 |f:3.4|. Procedure: To 74 mg (0.37 mmol) 6-trifluoromethyl-1,2,3,4-tetrahydro-isoquinoline and 70 mg (0.37 mmol) N-(1-(4-Formylphenyl)ethyl)acetamide (example I) in 2 mL THF are added 63 μl (1.1 mmol) AcOH and the reaction mixture is stirred at r.t. for 10 min. The resulting mixture is cooled to 0° C., 117 mg (0.551 mmol) sodium triacetoxyborohydride are added and the reaction mixture is stirred at r.t. for 2 h. After that time, the reaction is quenched by the addition of 200 μL water and purified by HPLC. The reactants are CC(C)([O-])C.[K+] (potassium t-butoxide), C(C)C=1NC(=C(N1)C(C)(C)O)C(=O)OCC (ethyl 2-ethyl-4-(1-hydroxy-1-methylethyl)imidazole-5-carboxylate), C(C1=CC=CC=C1)(C1=CC=CC=C1)(C1=CC=CC=C1)N1N=NN=C1C1=C(C=CC=C1)C1=CC=C(CBr)C=C1 (4-[2-(trityltetrazol-5-yl)phenyl]benzyl bromide). Solvent: CN(C(C)=O)C (N,N-dimethylacetamide), CN(C(C)=O)C (N,N-dimethylacetamide). Run at time 10 minute. Product: C(C)C=1N(C(=C(N1)C(C)(C)O)C(=O)OCC)CC1=CC=C(C=C1)C1=C(C=CC=C1)C1=NN=NN1C(C1=CC=CC=C1)(C1=CC=CC=C1)C1=CC=CC=C1 (Ethyl 2-ethyl-4-(1-hydroxy-1-methylethyl)-1-{4-[2-(trityltetrazol-5-yl)phenyl]phenyl}methylimidazole-5-carboxylate). Isolated yield 64.7%. Reaction SMILES: CC(C)([O-])C.[K+].[CH2:7]([C:9]1[NH:10][C:11]([C:18]([O:20][CH2:21][CH3:22])=[O:19])=[C:12]([C:14]([OH:17])([CH3:16])[CH3:15])[N:13]=1)[CH3:8].[C:23]([N:42]1[C:46]([C:47]2[CH:52]=[CH:51][CH:50]=[CH:49][C:48]=2[C:53]2[CH:60]=[CH:59][C:56]([CH2:57]Br)=[CH:55][CH:54]=2)=[N:45][N:44]=[N:43]1)([C:36]1[CH:41]=[CH:40][CH:39]=[CH:38][CH:37]=1)([C:30]1[CH:35]=[CH:34][CH:33]=[CH:32][CH:31]=1)[C:24]1[CH:29]=[CH:28][CH:27]=[CH:26][CH:25]=1>CN(C)C(=O)C>[CH2:7]([C:9]1[N:10]([CH2:57][C:56]2[CH:55]=[CH:54][C:53]([C:48]3[CH:49]=[CH:50][CH:51]=[CH:52][C:47]=3[C:46]3[N:42]([C:23]([C:36]4[CH:41]=[CH:40][CH:39]=[CH:38][CH:37]=4)([C:30]4[CH:31]=[CH:32][CH:33]=[CH:34][CH:35]=4)[C:24]4[CH:29]=[CH:28][CH:27]=[CH:26][CH:25]=4)[N:43]=[N:44][N:45]=3)=[CH:60][CH:59]=2)[C:11]([C:18]([O:20][CH2:21][CH3:22])=[O:19])=[C:12]([C:14]([OH:17])([CH3:16])[CH3:15])[N:13]=1)[CH3:8] |f:0.1|. Procedure: 0.52 g of potassium t-butoxide was added to a solution of 1.00 g of ethyl 2-ethyl-4-(1-hydroxy-1-methylethyl)imidazole-5-carboxylate (prepared as described in Preparation 37) in 26 ml of N,N-dimethylacetamide, and the resulting mixture was stirred at room temperature for 10 minutes. A solution of 2.71 g of 4-[2-(trityltetrazol-5-yl)phenyl]benzyl bromide in 35 ml of N,N-dimethylacetamide was then added dropwise to the resulting solution, after which the reaction mixture was stirred at 50° C. for ... Starting materials: C1(CCCCC1)N=C=NC1CCCCC1 (dicyclohexylcarbodiimide), CC1=CC=C(C=C1)CC(=O)O (4-methylphenyl-acetic acid), C(C)(C)(C)O (tert-butanol), C(C)N(CC)C1=CC=NC=C1 (4-(N,N-diethylamino)pyridine). Solvent: ClCCl (dichloromethane), ClCCl (dichloromethane). Conditions: temperature 25 celsius, time 20 hour. The product is CC1=CC=C(C=C1)CC(=O)OC(C)(C)C (tert-Butyl 4-methylphenyl-acetate). As a reaction SMILES: [CH3:1][C:2]1[CH:7]=[CH:6][C:5]([CH2:8][C:9]([OH:11])=[O:10])=[CH:4][CH:3]=1.[C:12](O)([CH3:15])([CH3:14])[CH3:13].C(N(C1C=CN=CC=1)CC)C.C1(N=C=NC2CCCCC2)CCCCC1>ClCCl>[CH3:1][C:2]1[CH:3]=[CH:4][C:5]([CH2:8][C:9]([O:11][C:12]([CH3:15])([CH3:14])[CH3:13])=[O:10])=[CH:6][CH:7]=1. Procedure: 450 g (3 mol) of 4-methylphenyl-acetic acid (Aldrich), 1.13 l (12 mol) of tert-butanol and 90 g (0.74 mol) of 4-(N,N-diethylamino)pyridine are dissolved in 2 l of dichloromethane. After addition of 680 g (3.3 mol of dicyclohexylcarbodiimide, dissolved in 400 ml of dichloromethane, the mixture is stirred at 25° C. for 20 h, the precipitated urea is filtered off with suction and washed with 200 ml of dichloromethane, and the organic phase is washed twice each with 500 ml of 2 M hydrochloric acid a... Starting materials: C(C)OC1=NC2=CC=CC=C2N=C1NC(OC1=CC=CC=C1)=O (Phenyl N-(2-ethoxyquinoxalin-3-yl)carbamate), CSC1=C(C=CC=C1)N1CCNCC1 (1-(2-methylthiophenyl)piperazine). The product is C(C)OC1=NC2=CC=CC=C2N=C1NC(=O)N1CCN(CC1)C1=C(C=CC=C1)SC (1-[(2-Ethoxyquinoxalin-3-yl)aminocarbonyl]-4-(2-methylthiophenyl)piperazine). The yield is 71.4%. As a reaction SMILES: [CH2:1]([O:3][C:4]1[C:13]([NH:14][C:15](=[O:23])OC2C=CC=CC=2)=[N:12][C:11]2[C:6](=[CH:7][CH:8]=[CH:9][CH:10]=2)[N:5]=1)[CH3:2].[CH3:24][S:25][C:26]1[CH:31]=[CH:30][CH:29]=[CH:28][C:27]=1[N:32]1[CH2:37][CH2:36][NH:35][CH2:34][CH2:33]1>>[CH2:1]([O:3][C:4]1[C:13]([NH:14][C:15]([N:35]2[CH2:34][CH2:33][N:32]([C:27]3[CH:28]=[CH:29][CH:30]=[CH:31][C:26]=3[S:25][CH3:24])[CH2:37][CH2:36]2)=[O:23])=[N:12][C:11]2[C:6](=[CH:7][CH:8]=[CH:9][CH:10]=2)[N:5]=1)[CH3:2]. Procedure details: Phenyl N-(2-ethoxyquinoxalin-3-yl)carbamate and 1-(2-methylthiophenyl)piperazine were reacted by the same way with the example 36 to obtain the titled compound. The reactants are N1CCC=2C=NC=CC21 (2,3-dihydro-1H-pyrrolo[3,2-c]pyridine), ClC1=NC(=NC2=CC=CC=C12)C1=C(C=CC=C1)F (4-Chloro-2-(2-fluoro-phenyl)-quinazoline), C([O-])([O-])=O.[Cs+].[Cs+] (cesium carbonate). The solvent is CN(C=O)C (N,N-dimethylformamide). Conditions: time 0.5 hour. Yields the product N1(CCC=2C=NC=CC21)C2=NC(=NC1=CC=CC=C21)C2=C(C=CC=C2)F (4-(2,3-Dihydro-pyrrolo[3,2-c]pyridin-1-yl)-2-(2-fluoro-phenyl)-quinazoline). Reaction SMILES: Cl[C:2]1[C:11]2[C:6](=[CH:7][CH:8]=[CH:9][CH:10]=2)[N:5]=[C:4]([C:12]2[CH:17]=[CH:16][CH:15]=[CH:14][C:13]=2[F:18])[N:3]=1.[NH:19]1[C:27]2[CH:26]=[CH:25][N:24]=[CH:23][C:22]=2[CH2:21][CH2:20]1.C(=O)([O-])[O-].[Cs+].[Cs+]>CN(C)C=O>[N:19]1([C:2]2[C:11]3[C:6](=[CH:7][CH:8]=[CH:9][CH:10]=3)[N:5]=[C:4]([C:12]3[CH:17]=[CH:16][CH:15]=[CH:14][C:13]=3[F:18])[N:3]=2)[C:27]2[CH:26]=[CH:25][N:24]=[CH:23][C:22]=2[CH2:21][CH2:20]1 |f:2.3.4|. Procedure: 4-Chloro-2-(2-fluoro-phenyl)-quinazoline from Step C example 1 (0.04 g, 0.15 mmol) was dissolved in N,N-dimethylformamide (0.5 ml) and to it was added 2,3-dihydro-1H-pyrrolo[3,2-c]pyridine (0.02 g, 0.16 mmol) followed by cesium carbonate (0.12 g, 0.36 mmol). The mixture was magnetically stirred at room temperature for 0.5 hr. The solvent was removed and title compound was obtained pure after column purification on a HPLC reverse phase column, using a water and acetonitile gradient containing 0.1... Reactants: ClC1=CC=C(C(=O)C2=CC(=CC=3C=COC32)CC(=O)O)C=C1 (7-(4-chlorobenzoyl)benzofuran-5-ylacetic acid), [OH-].[Na+] (sodium hydroxide), solution. RXN SMILES: [Cl:1][C:2]1[CH:22]=[CH:21][C:5]([C:6]([C:8]2[C:16]3[O:15][CH:14]=[CH:13][C:12]=3[CH:11]=[C:10]([CH2:17][C:18]([OH:20])=[O:19])[CH:9]=2)=[O:7])=[CH:4][CH:3]=1.[OH-].[Na+:24]>CO>[Cl:1][C:2]1[CH:22]=[CH:21][C:5]([C:6]([C:8]2[C:16]3[O:15][CH:14]=[CH:13][C:12]=3[CH:11]=[C:10]([CH2:17][C:18]([O-:20])=[O:19])[CH:9]=2)=[O:7])=[CH:4][CH:3]=1.[Na+:24] |f:1.2,4.5|. Procedure: To a solution of 250 mg of (7-(4-chlorobenzoyl)benzofuran-5-ylacetic acid in 5 ml of methanol is added 1 molar equivalent of sodium hydroxide in the form of 0.1N solution. The solvent is evaporated to dryness and the residue taken up in 2 ml of methanol, followed by precipitation with ether, to yield sodium 7-(4-chlorobenzoyl)benzofuran-5-ylacetate. The product is ClC1=CC=C(C(=O)C2=CC(=CC=3C=COC32)CC(=O)[O-])C=C1.[Na+] (sodium 7-(4-chlorobenzoyl)benzofuran-5-ylacetate). Run in CO (methanol).